This data is from the Open Reaction Database (ORD), a public repository of structured organic reaction records. The task is: describe an organic reaction: reactants, conditions, products, and yield Reactants: CC(C)([O-])C.[K+] (potassium tert-butoxide), C(C=C)OCC1CNCCO1 (2-(Allyloxymethyl)morpholine), O (water). Solvent: O1CCOCC1 (1,4-dioxane). Product: C(=CC)OCC1CNCCO1 (2-(1-propenyloxymethyl)morpholine). Isolated yield 101.8%. As a reaction SMILES: [CH2:1]([O:4][CH2:5][CH:6]1[O:11][CH2:10][CH2:9][NH:8][CH2:7]1)[CH:2]=[CH2:3].CC(C)([O-])C.[K+].O>O1CCOCC1>[CH:1]([O:4][CH2:5][CH:6]1[O:11][CH2:10][CH2:9][NH:8][CH2:7]1)=[CH:2][CH3:3] |f:1.2|. Reported procedure: 2-(Allyloxymethyl)morpholine (39.5 g, 0.25 mol) was dissolved in 1,4-dioxane (500 ml), and potassium tert-butoxide (28.2 g, 0.25 mol) was added to the solution at room temperature, followed by heating under reflux for 3 hours. After completion of the reaction, water was added to the reaction mixture at room temperature, and the reaction mixture was extracted with chloroform (3×1000 ml). The extract was washed with a saturated aqueous solution of sodium chloride (1000 ml) and dried over magnesium...